This data is from the Open Reaction Database (ORD), a public repository of structured organic reaction records. The task is: describe an organic reaction: reactants, conditions, products, and yield Starting materials: BrC=1C=CC2=C(NC(CO2)=O)C1OC1=CC=CC=C1 (6-bromo-5-phenoxy-2H-1,4-benzoxazin-3(4H)-one), CN1C(C2=C(C(=C1)B1OC(C(O1)(C)C)(C)C)C=CN2S(=O)(=O)C2=CC=C(C=C2)C)=O (6-methyl-1-[(4-methylphenyl)sulfonyl]-4-(4,4,5,5-tetramethyl-1,3,2-dioxaborolan-2-yl)-1,6-dihydro-7H-pyrrolo[2,3-c]pyridin-7-one). Product: CN1C(C2=C(C(=C1)C=1C=CC3=C(NC(CO3)=O)C1OC1=CC=CC=C1)C=CN2S(=O)(=O)C2=CC=C(C=C2)C)=O (6-{6-Methyl-1-[(4-methylphenyl)sulfonyl]-7-oxo-6,7-dihydro-1H-pyrrolo[2,3-c]pyridin-4-yl}-5-phenoxy-2H-1,4-benzoxazin-3(4H)-one). As a reaction SMILES: Br[C:2]1[CH:3]=[CH:4][C:5]2[O:10][CH2:9][C:8](=[O:11])[NH:7][C:6]=2[C:12]=1[O:13][C:14]1[CH:19]=[CH:18][CH:17]=[CH:16][CH:15]=1.[CH3:20][N:21]1[CH:26]=[C:25](B2OC(C)(C)C(C)(C)O2)[C:24]2[CH:36]=[CH:37][N:38]([S:39]([C:42]3[CH:47]=[CH:46][C:45]([CH3:48])=[CH:44][CH:43]=3)(=[O:41])=[O:40])[C:23]=2[C:22]1=[O:49]>>[CH3:20][N:21]1[CH:26]=[C:25]([C:2]2[CH:3]=[CH:4][C:5]3[O:10][CH2:9][C:8](=[O:11])[NH:7][C:6]=3[C:12]=2[O:13][C:14]2[CH:19]=[CH:18][CH:17]=[CH:16][CH:15]=2)[C:24]2[CH:36]=[CH:37][N:38]([S:39]([C:42]3[CH:47]=[CH:46][C:45]([CH3:48])=[CH:44][CH:43]=3)(=[O:41])=[O:40])[C:23]=2[C:22]1=[O:49]. Procedure: This compound was synthesized according to the procedure of Example 10, Step 5, using 6-bromo-5-phenoxy-2H-1,4-benzoxazin-3(4H)-one and 6-methyl-1-[(4-methylphenyl)sulfonyl]-4-(4,4,5,5-tetramethyl-1,3,2-dioxaborolan-2-yl)-1,6-dihydro-7H-pyrrolo[2,3-c]pyridin-7-one as the starting materials. LCMS calculated for C29H24N3O6S (M+H)+: m/z=542.1. found: 542.0. The reactants are CC(C)C[Al+]CC(C)C, CCC(C)C(NC(=O)OC(C)(C)C)C(=O)OC, Cc1ccccc1, CCCCCC, [H-]. The product is CCC(C)C(C=O)NC(=O)OC(C)(C)C. Reaction SMILES: [CH2:19]([Al+:20][CH2:21][CH:22]([CH3:23])[CH3:24])[CH:25]([CH3:26])[CH3:27].[CH3:1][O:2][C:3]([CH:4]([NH:5][C:6](=[O:7])[O:8][C:9]([CH3:10])([CH3:11])[CH3:12])[CH:13]([CH3:14])[CH2:15][CH3:16])=[O:17].[CH3:28][c:29]1[cH:30][cH:31][cH:32][cH:33][cH:34]1.[CH3:35][CH2:36][CH2:37][CH2:38][CH2:39][CH3:40].[H-:18]>>[O:2]=[CH:3][CH:4]([NH:5][C:6](=[O:7])[O:8][C:9]([CH3:10])([CH3:11])[CH3:12])[CH:13]([CH3:14])[CH2:15][CH3:16].